Dataset: the Open Reaction Database (ORD), a public repository of structured organic reaction records. Task: describe an organic reaction: reactants, conditions, products, and yield The reactants are BrC=1C=C(N)C=CC1Br (3,4-dibromoaniline), Cl.ClCC(CN(C)C)C (3-chloro-2-methyl-1-dimethylaminopropane hydrochloride), C([O-])([O-])=O.[Na+].[Na+] (sodium carbonate). Run in C1(=CC=CC=C1)C (toluene). The product is BrC=1C=C(C=CC1Br)NCC(CN(C)C)C (N'-(3,4-dibromophenyl)-N,N,2-trimethylpropane-1,3-diamine). Reaction SMILES: [Br:1][C:2]1[CH:3]=[C:4]([CH:6]=[CH:7][C:8]=1[Br:9])[NH2:5].Cl.Cl[CH2:12][CH:13]([CH3:18])[CH2:14][N:15]([CH3:17])[CH3:16].C(=O)([O-])[O-].[Na+].[Na+]>C1(C)C=CC=CC=1>[Br:1][C:2]1[CH:3]=[C:4]([NH:5][CH2:12][CH:13]([CH3:18])[CH2:14][N:15]([CH3:17])[CH3:16])[CH:6]=[CH:7][C:8]=1[Br:9] |f:1.2,3.4.5|. Procedure details: In the manner given in Example 5, 3,4-dibromoaniline, 3-chloro-2-methyl-1-dimethylaminopropane hydrochloride and sodium carbonate are heated in toluene to give N'-(3,4-dibromophenyl)-N,N,2-trimethylpropane-1,3-diamine.